This data is from the Open Reaction Database (ORD), a public repository of structured organic reaction records. The task is: describe an organic reaction: reactants, conditions, products, and yield The reactants are O=C(CBr)Nc1cncc(Cl)n1, O=C(OC1CN2CCC1CC2)C1(c2ccccc2)CCCCCC1. Product: [Br-], O=C(C[N+]12CCC(CC1)C(OC(=O)C1(c3ccccc3)CCCCCC1)C2)Nc1cncc(Cl)n1. As a reaction SMILES: [Br:25][CH2:26][C:27](=[O:28])[NH:29][c:30]1[n:31][c:32]([Cl:36])[cH:33][n:34][cH:35]1.[c:1]1([C:7]2([C:14](=[O:15])[O:16][CH:17]3[CH2:18][N:19]4[CH2:20][CH2:21][CH:22]3[CH2:23][CH2:24]4)[CH2:8][CH2:9][CH2:10][CH2:11][CH2:12][CH2:13]2)[cH:2][cH:3][cH:4][cH:5][cH:6]1>>[Br-:25].[c:1]1([C:7]2([C:14](=[O:15])[O:16][CH:17]3[CH2:18][N+:19]4([CH2:26][C:27](=[O:28])[NH:29][c:30]5[n:31][c:32]([Cl:36])[cH:33][n:34][cH:35]5)[CH2:20][CH2:21][CH:22]3[CH2:23][CH2:24]4)[CH2:8][CH2:9][CH2:10][CH2:11][CH2:12][CH2:13]2)[cH:2][cH:3][cH:4][cH:5][cH:6]1. Reactants: FC=1C=C(C(=CC1)N)NC1=CC=CC=C1 (4-fluoro-N2-phenylbenzene-1,2-diamine), C(C1=CC=CC=C1)OCC[C@@H](C(=O)O)NC(=O)OC(C)(C)C ((S)-4-benzyloxy-2-tertbutoxycarbonylaminobutyric acid), C1=CC2=C(N=C1)N(N=N2)O (HOAt), CN1CCOCC1 (4-methylmorpholine), Cl.CN(CCCN=C=NCC)C (N-(3-dimethylaminopropyl)-N′-ethylcarbodiimide hydrochloride). The solvent is C(Cl)Cl (DCM). Run at time 18 hour. Yields the product C(C)(C)(C)OC(N[C@@H](CCOCC1=CC=CC=C1)C(NC1=C(C=C(C=C1)F)NC1=CC=CC=C1)=O)=O ([(S)-3-Benzyloxy-1-(4-fluoro-2-phenylaminophenylcarbamoyl)propyl]carbamic acid tert-butyl ester). Yield: 81.3%. As a reaction SMILES: [F:1][C:2]1[CH:3]=[C:4]([NH:9][C:10]2[CH:15]=[CH:14][CH:13]=[CH:12][CH:11]=2)[C:5]([NH2:8])=[CH:6][CH:7]=1.[CH2:16]([O:23][CH2:24][CH2:25][C@H:26]([NH:30][C:31]([O:33][C:34]([CH3:37])([CH3:36])[CH3:35])=[O:32])[C:27](O)=[O:28])[C:17]1[CH:22]=[CH:21][CH:20]=[CH:19][CH:18]=1.C1C=NC2N(O)N=NC=2C=1.CN1CCOCC1.Cl.CN(C)CCCN=C=NCC>C(Cl)Cl>[C:34]([O:33][C:31](=[O:32])[NH:30][C@H:26]([C:27](=[O:28])[NH:8][C:5]1[CH:6]=[CH:7][C:2]([F:1])=[CH:3][C:4]=1[NH:9][C:10]1[CH:15]=[CH:14][CH:13]=[CH:12][CH:11]=1)[CH2:25][CH2:24][O:23][CH2:16][C:17]1[CH:22]=[CH:21][CH:20]=[CH:19][CH:18]=1)([CH3:37])([CH3:35])[CH3:36] |f:4.5|. Procedure details: A mixture of 4-fluoro-N2-phenylbenzene-1,2-diamine (614 mg, 3.04 mmol), (S)-4-benzyloxy-2-tertbutoxycarbonylaminobutyric acid (1.0 g, 3.3 mmol), HOAt (0.450 g, 3.3 mmol), 4-methylmorpholine (0.7 mL, 6.7 mmol) and N-(3-dimethylaminopropyl)-N′-ethylcarbodiimide hydrochloride (0.63 g, 3.3 mmol) in DCM (15 mL) was stirred at RT for 18 h. The reaction mixture was partitioned between DCM and a saturated aqueous solution of NaHCO3. The organic fraction was washed with brine, dried (MgSO4), concentrated... Reactants: C=O, CO, O=C(CCl)Nc1ccc(Cl)cc1C(=O)c1ccccc1, N. Reaction SMILES: [CH2:22]=[O:23].[CH3:24][OH:25].[Cl:1][CH2:2][C:3](=[O:4])[NH:5][c:6]1[c:7]([C:8](=[O:9])[c:10]2[cH:11][cH:12][cH:13][cH:14][cH:15]2)[cH:16][c:17]([Cl:20])[cH:18][cH:19]1.[NH3:21]>>[CH2:2]1[C:3](=[O:4])[NH:5][c:6]2[c:7]([cH:16][c:17]([Cl:20])[cH:18][cH:19]2)[C:8]([c:10]2[cH:11][cH:12][cH:13][cH:14][cH:15]2)=[N:21]1. Product: O=C1CN=C(c2ccccc2)c2cc(Cl)ccc2N1. Reactants: ClC1=CC=C(C=C1)N([C@@H]1C[C@@H](N(C2=CC=CC=C12)C(=O)C1=CC=C(OCCC(C(=O)OC)(C)C)C=C1)C)C(CC)=O (Methyl 4-(4-{[(2S,4R)-4-[(4-chlorophenyl)(propionyl)amino]-2-methyl-3,4-dihydroquinolin-1(2H)-yl]carbonyl}phenoxy)-2,2-dimethylbutanoate), [OH-].[Na+] (sodium hydroxide). The solvent is CO.O1CCCC1.O (methanol tetrahydrofuran water). Run at temperature 40 celsius, time 8 hour. Product: ClC1=CC=C(C=C1)N([C@@H]1C[C@@H](N(C2=CC=CC=C12)C(=O)C1=CC=C(OCCC(C(=O)O)(C)C)C=C1)C)C(CC)=O (4-(4-{[(2S,4R)-4-[(4-chlorophenyl)(propionyl)amino]-2-methyl-3,4-dihydroquinolin-1(2H)-yl]carbonyl}phenoxy)-2,2-dimethylbutanoic acid). RXN SMILES: [Cl:1][C:2]1[CH:7]=[CH:6][C:5]([N:8]([C:38](=[O:41])[CH2:39][CH3:40])[C@H:9]2[C:18]3[C:13](=[CH:14][CH:15]=[CH:16][CH:17]=3)[N:12]([C:19]([C:21]3[CH:36]=[CH:35][C:24]([O:25][CH2:26][CH2:27][C:28]([CH3:34])([CH3:33])[C:29]([O:31]C)=[O:30])=[CH:23][CH:22]=3)=[O:20])[C@@H:11]([CH3:37])[CH2:10]2)=[CH:4][CH:3]=1.[OH-].[Na+]>CO.O1CCCC1.O>[Cl:1][C:2]1[CH:3]=[CH:4][C:5]([N:8]([C:38](=[O:41])[CH2:39][CH3:40])[C@H:9]2[C:18]3[C:13](=[CH:14][CH:15]=[CH:16][CH:17]=3)[N:12]([C:19]([C:21]3[CH:22]=[CH:23][C:24]([O:25][CH2:26][CH2:27][C:28]([CH3:34])([CH3:33])[C:29]([OH:31])=[O:30])=[CH:35][CH:36]=3)=[O:20])[C@@H:11]([CH3:37])[CH2:10]2)=[CH:6][CH:7]=1 |f:1.2,3.4.5|. Procedure: Methyl 4-(4-{[(2S,4R)-4-[(4-chlorophenyl)(propionyl)amino]-2-methyl-3,4-dihydroquinolin-1(2H)-yl]carbonyl}phenoxy)-2,2-dimethylbutanoate was dissolved in methanol/tetrahydrofuran/water (2/1/1) then sodium hydroxide (3 equivalents) was added and reaction mixture stirred at 40° C. overnight. The mixture was concentrated, the residue acidified with a 1N HCl aqueous solution and extracted with ethyl acetate. The organic layer was washed with brine, dried over magnesium sulfate, filtered and concentr... Reactants: C(C)(C)(C)C1=NN(C(=C1)N)C=1C=C(C=CC1)CC(=O)N (2-[3-(3-tert-butyl-5-amino-1H-pyrazol-1-yl)phenyl]acetamide), B.CSC (borane methylsulfide), [OH-].[Na+] (NaOH), Cl (HCl). Run in C1CCOC1 (THF). The product is C(C)(C)(C)C1=NN(C(=C1)N)C1=CC(=CC=C1)CCN (3-tert-butyl-1-[3-(2-aminoethyl)phenyl]-1H-pyrazol-5 amine). The yield is 47.4%. Reaction SMILES: [C:1]([C:5]1[CH:9]=[C:8]([NH2:10])[N:7]([C:11]2[CH:12]=[C:13]([CH2:17][C:18]([NH2:20])=O)[CH:14]=[CH:15][CH:16]=2)[N:6]=1)([CH3:4])([CH3:3])[CH3:2].B.CSC.Cl.[OH-].[Na+]>C1COCC1>[C:1]([C:5]1[CH:9]=[C:8]([NH2:10])[N:7]([C:11]2[CH:16]=[CH:15][CH:14]=[C:13]([CH2:17][CH2:18][NH2:20])[CH:12]=2)[N:6]=1)([CH3:4])([CH3:2])[CH3:3] |f:1.2,4.5|. Procedure details: To a stirred solution of Example N (2 g, 7.35 mmol) in THF (6 ml) was added borane-methylsulfide (18 mmol). The mixture was heated to reflux for 90 min and cooled to RT, after which 6 N HCl was added and heated to reflux for 10 min. The mixture was basified with NaOH and extracted with EtOAc. The organic layer was dried (Na2SO4) filtered and concentrated in vacuo to yield 3-tert-butyl-1-[3-(2-aminoethyl)phenyl]-1H-pyrazol-5 amine (0.9 g). Reactants: C1=CC(=CC=C1Cl)Cl (p-dichlorobenzene), [Br-].[Li+] (lithium bromide), trans-di-μ-acetatobis[2-[bis(1,1-dimethylethyl)phosphino]μ-2-methylpropyl-C,P]dipalladium(II), C(CCC)NCCCC (di-n-butylamine), CC(C)(C)[O-].[K+] (KOtBu). Solvent: C1(=CC=CC=C1)C (toluene). The yield is 77.0%. Yields the product C(CCC)N(CCCC)C1=CC=C(C=C1)N(CCCC)CCCC (1,4-bis(N,N-dibutylamino)benzene). Reaction SMILES: [CH:1]1[C:6](Cl)=[CH:5][CH:4]=[C:3](Cl)[CH:2]=1.[CH2:9]([NH:13][CH2:14][CH2:15][CH2:16][CH3:17])[CH2:10][CH2:11][CH3:12].C[C:19]([O-])([CH3:21])[CH3:20].[K+].[Br-].[Li+]>C1(C)C=CC=CC=1>[CH2:9]([N:13]([C:6]1[CH:5]=[CH:4][C:3]([N:13]([CH2:14][CH2:20][CH2:19][CH3:21])[CH2:9][CH2:10][CH2:11][CH3:12])=[CH:2][CH:1]=1)[CH2:14][CH2:15][CH2:16][CH3:17])[CH2:10][CH2:11][CH3:12] |f:2.3,4.5|. Run at time 12 hour. Procedure: 30 mmol of p-dichlorobenzene (4.4 g), 70 mmol of di-n-butylamine (9.0 g), 70 mmol of KOtBu (7.9 g), 30 mmol of lithium bromide (2.6 g) and 44 mg of trans-di-μ-acetatobis[2-[bis(1,1-dimethylethyl)phosphino]μ-2-methylpropyl-C,P]dipalladium(II) (0.2 mol %) are suspended in 75 ml of toluene and placed in a pressure tube under protective gas. After 12 hours at 140° C., an aqueous work-up is carried out. After the aqueous phase has been extracted twice with toluene, the combined organic phases are dri... Product: C1(CC1)C=1C(=NC(=CC1)\C(=C\[C@@H]1CC2(O[C@@H]([C@H](O2)C2=CC=CC=C2)C2=CC=CC=C2)CC1)\C1=CC=C(C=C1)CC)OC (3-cyclopropyl-6-[(E)-2-[(2R,3R,7S)-2,3-diphenyl-1,4-dioxaspiro[4.4]non-7-yl]-1-(4-ethylphenyl)ethenyl]-2-methoxypyridine). Procedure details: A 1 M solution of lithium hexamethyldisilazide in tetrahydrofuran (4.0 mL) was added to a solution of 5-({[(2R,3R,7S)-2,3-diphenyl-1,4-dioxaspiro[4.4]non-7-yl]methyl}sulfonyl)-1-phenyl-1H-tetrazole obtained in Reference Example 3-1 (2.01 g) in tetrahydrofuran (20 mL) in a nitrogen gas stream at −78° C., and the mixture was stirred at −78° C. for one hour. A solution of (5-cyclopropyl-6-methoxypyridin-2-yl)(4-ethylphenyl)methanone obtained in Reference Example 1-53 (700 mg) in tetrahydrofuran (10... Conditions: temperature -78 celsius, time 1 hour. RXN SMILES: C[Si](C)(C)[N-][Si](C)(C)C.[Li+].[C:11]1([C@@H:17]2[C@@H:21]([C:22]3[CH:27]=[CH:26][CH:25]=[CH:24][CH:23]=3)[O:20][C:19]3([CH2:31][CH2:30][C@H:29]([CH2:32]S(C4N(C5C=CC=CC=5)N=NN=4)(=O)=O)[CH2:28]3)[O:18]2)[CH:16]=[CH:15][CH:14]=[CH:13][CH:12]=1.[CH:47]1([C:50]2[CH:51]=[CH:52][C:53]([C:58]([C:60]3[CH:65]=[CH:64][C:63]([CH2:66][CH3:67])=[CH:62][CH:61]=3)=O)=[N:54][C:55]=2[O:56][CH3:57])[CH2:49][CH2:48]1.[Cl-].[NH4+]>O1CCCC1>[CH:47]1([C:50]2[C:55]([O:56][CH3:57])=[N:54][C:53](/[C:58](/[C:60]3[CH:61]=[CH:62][C:63]([CH2:66][CH3:67])=[CH:64][CH:65]=3)=[CH:32]/[C@H:29]3[CH2:30][CH2:31][C:19]4([O:20][C@H:21]([C:22]5[CH:23]=[CH:24][CH:25]=[CH:26][CH:27]=5)[C@@H:17]([C:11]5[CH:16]=[CH:15][CH:14]=[CH:13][CH:12]=5)[O:18]4)[CH2:28]3)=[CH:52][CH:51]=2)[CH2:48][CH2:49]1 |f:0.1,4.5|. The reactants are Example 1-53, [Cl-].[NH4+] (ammonium chloride), C1(CC1)C=1C=CC(=NC1OC)C(=O)C1=CC=C(C=C1)CC ((5-cyclopropyl-6-methoxypyridin-2-yl)(4-ethylphenyl)methanone), solution, C[Si]([N-][Si](C)(C)C)(C)C.[Li+] (lithium hexamethyldisilazide), C1(=CC=CC=C1)[C@H]1OC2(O[C@@H]1C1=CC=CC=C1)C[C@H](CC2)CS(=O)(=O)C2=NN=NN2C2=CC=CC=C2 (5-({[(2R,3R,7S)-2,3-diphenyl-1,4-dioxaspiro[4.4]non-7-yl]methyl}sulfonyl)-1-phenyl-1H-tetrazole), Example 3-1. Run in O1CCCC1 (tetrahydrofuran), O1CCCC1 (tetrahydrofuran), O1CCCC1 (tetrahydrofuran). Reactants: O=C(n1ccnc1)n1ccnc1, C1CCC2=NCCCN2CC1, CS(N)(=O)=O, Cc1ccc(S(=O)(=O)N(CC(=O)NCc2cccc(C(=O)O)c2)c2cccc(Cl)c2C)cc1, Cl, CN(C)C=O. As a reaction SMILES: [C:34]([n:35]1[cH:36][cH:37][n:38][cH:39]1)([n:40]1[cH:41][cH:42][n:43][cH:44]1)=[O:45].[CH2:51]1[CH2:52][CH2:53][C:54]2=[N:59][CH2:58][CH2:57][CH2:56][N:55]2[CH2:60][CH2:61]1.[CH3:46][S:47](=[O:48])(=[O:49])[NH2:50].[Cl:1][c:2]1[c:3]([CH3:33])[c:4]([N:8]([CH2:9][C:10](=[O:11])[NH:12][CH2:13][c:14]2[cH:15][c:16]([C:17](=[O:18])[OH:19])[cH:20][cH:21][cH:22]2)[S:23](=[O:24])(=[O:25])[c:26]2[cH:27][cH:28][c:29]([CH3:32])[cH:30][cH:31]2)[cH:5][cH:6][cH:7]1.[ClH:62].[O:63]=[CH:64][N:65]([CH3:66])[CH3:67]>>[Cl:1][c:2]1[c:3]([CH3:33])[c:4]([N:8]([CH2:9][C:10](=[O:11])[NH:12][CH2:13][c:14]2[cH:15][c:16]([C:17](=[O:19])[NH:50][S:47]([CH3:46])(=[O:48])=[O:49])[cH:20][cH:21][cH:22]2)[S:23](=[O:24])(=[O:25])[c:26]2[cH:27][cH:28][c:29]([CH3:32])[cH:30][cH:31]2)[cH:5][cH:6][cH:7]1. The product is Cc1ccc(S(=O)(=O)N(CC(=O)NCc2cccc(C(=O)NS(C)(=O)=O)c2)c2cccc(Cl)c2C)cc1. The reactants are CC(C)(C)c1cc(N)no1, CCN(C(C)C)C(C)C, O=C(OC(Cl)(Cl)Cl)OC(Cl)(Cl)Cl, ClCCl, CC(C)Cn1ncc2cc(Oc3ccc(F)cc3CN)ccc21. Product: CC(C)Cn1ncc2cc(Oc3ccc(F)cc3CNC(=O)Nc3cc(C(C)(C)C)on3)ccc21. Reaction SMILES: [C:45]([CH3:46])([CH3:47])([CH3:48])[c:49]1[cH:50][c:51]([NH2:54])[n:52][o:53]1.[CH:24]([N:25]([CH2:26][CH3:27])[CH:28]([CH3:29])[CH3:30])([CH3:31])[CH3:32].[Cl:33][C:34]([Cl:35])([O:36][C:37]([O:38][C:39]([Cl:40])([Cl:41])[Cl:42])=[O:43])[Cl:44].[Cl:55][CH2:56][Cl:57].[F:1][c:2]1[cH:3][cH:4][c:5]([O:10][c:11]2[cH:12][c:13]3[cH:14][n:15][n:16]([CH2:20][CH:21]([CH3:22])[CH3:23])[c:17]3[cH:18][cH:19]2)[c:6]([CH2:7][NH2:8])[cH:9]1>>[F:1][c:2]1[cH:3][cH:4][c:5]([O:10][c:11]2[cH:12][c:13]3[cH:14][n:15][n:16]([CH2:20][CH:21]([CH3:22])[CH3:23])[c:17]3[cH:18][cH:19]2)[c:6]([CH2:7][NH:8][C:37](=[O:43])[NH:54][c:51]2[cH:50][c:49]([C:45]([CH3:46])([CH3:47])[CH3:48])[o:53][n:52]2)[cH:9]1.